From a dataset of the Open Reaction Database (ORD), a public repository of structured organic reaction records. describe an organic reaction: reactants, conditions, products, and yield Reactants: CCO, COc1ccnc(-c2ccc(F)c([N+](=O)[O-])c2)c1, C1CCOC1. Product: COc1ccnc(-c2ccc(F)c(N)c2)c1. As a reaction SMILES: [CH3:19][CH2:20][OH:21].[F:1][c:2]1[c:3]([N+:16]([O-:17])=[O:18])[cH:4][c:5](-[c:8]2[n:9][cH:10][cH:11][c:12]([O:14][CH3:15])[cH:13]2)[cH:6][cH:7]1.[O:22]1[CH2:23][CH2:24][CH2:25][CH2:26]1>>[F:1][c:2]1[c:3]([NH2:16])[cH:4][c:5](-[c:8]2[n:9][cH:10][cH:11][c:12]([O:14][CH3:15])[cH:13]2)[cH:6][cH:7]1. The reactants are ClC1=CC(=C(C(=O)O)C=C1)C(C1=CC=CC=C1)=O (4-chloro-2-benzoylbenzoic acid), C([O-])([O-])=O.[K+].[K+] (potassium carbonate), CC(=O)C (acetone). Run at time 10 minute. Product: ClC=1C=C2C(=C(OC(=O)C2=CC1)C(=O)O)C1=CC=CC=C1 (6-chloro-4-phenylisocoumarin-3-carboxylic acid). Reaction SMILES: [Cl:1][C:2]1[CH:10]=[CH:9][C:5]([C:6]([OH:8])=[O:7])=[C:4]([C:11](=O)[C:12]2[CH:17]=[CH:16][CH:15]=[CH:14][CH:13]=2)[CH:3]=1.[C:19](=[O:22])([O-])[O-:20].[K+].[K+].[CH3:25]C(C)=O>>[Cl:1][C:2]1[CH:3]=[C:4]2[C:5](=[CH:9][CH:10]=1)[C:6](=[O:7])[O:8][C:25]([C:19]([OH:20])=[O:22])=[C:11]2[C:12]1[CH:17]=[CH:16][CH:15]=[CH:14][CH:13]=1 |f:1.2.3|. Procedure: To a solution of 4-chloro-2-benzoylbenzoic acid (13 g) in acetone (200 ml) was added potassium carbonate (6.9 g), and the mixture was stirred at room temperature for 10 min. to allow precipitation of potassium salt. Then diethyl bromomalonate (13.15 g) and DMF (10 ml) were added, and the mixture was stirred at room temperature for 20 hrs. The reaction mixture was concentrated, and ethyl acetate (100 ml) and water (100 ml) were added to the residue. The mixture was stirred at room temperature for...